From a dataset of the Open Reaction Database (ORD), a public repository of structured organic reaction records. describe an organic reaction: reactants, conditions, products, and yield Starting materials: step-ii, C(CC1=CC=CC=C1)N1N=CC(=C1)C1=CNC2=NC=C(C=C21)C2=CC=C(C=C2)N2CCN(CC2)C(=O)OC(C)(C)C (tert-butyl 4-(4-(3-(1-phenethyl-1H-pyrazol-4-yl)-1H-pyrrolo[2,3-b]pyridin-5-yl)phenyl)piperazine-1-carboxylate). Run in Cl (HCl). The product is C(CC1=CC=CC=C1)N1N=CC(=C1)C1=CNC2=NC=C(C=C21)C2=CC=C(C=C2)N2CCNCC2 (3-(1-phenethyl-1H-pyrazol-4-yl)-5-(4-(piperazin-1-yl)phenyl)-1H-pyrrolo[2,3-b]pyridine). Yield: 73.1%. Reaction SMILES: [CH2:1]([N:9]1[CH:13]=[C:12]([C:14]2[C:22]3[C:17](=[N:18][CH:19]=[C:20]([C:23]4[CH:28]=[CH:27][C:26]([N:29]5[CH2:34][CH2:33][N:32](C(OC(C)(C)C)=O)[CH2:31][CH2:30]5)=[CH:25][CH:24]=4)[CH:21]=3)[NH:16][CH:15]=2)[CH:11]=[N:10]1)[CH2:2][C:3]1[CH:8]=[CH:7][CH:6]=[CH:5][CH:4]=1>Cl>[CH2:1]([N:9]1[CH:13]=[C:12]([C:14]2[C:22]3[C:17](=[N:18][CH:19]=[C:20]([C:23]4[CH:28]=[CH:27][C:26]([N:29]5[CH2:30][CH2:31][NH:32][CH2:33][CH2:34]5)=[CH:25][CH:24]=4)[CH:21]=3)[NH:16][CH:15]=2)[CH:11]=[N:10]1)[CH2:2][C:3]1[CH:8]=[CH:7][CH:6]=[CH:5][CH:4]=1. Procedure details: Using similar reaction conditions as described in step-ii of example-7, tert-butyl 4-(4-(3-(1-phenethyl-1H-pyrazol-4-yl)-1H-pyrrolo[2,3-b]pyridin-5-yl)phenyl)piperazine-1-carboxylate (130 mg, 0.238 mmol) was deprotected in methanolic HCl (5 ml). This afforded 78 mg (58.6% yield) of the titled compound. 1H NMR (CD3OD, 400 MHz): δ 8.49 (s, 1H), 8.327-8.322 (d, 1H), 7.878-7.876 (d, 1H), 7.788-7.7.87 (d, 1H), 7.672-7.644 (m, 3H), 7.23-7.12 (m, 7H), 4.47-4.43 (t, 2H), 3.52-3.49 (m, 4H), 3.43-3.40 (m,... The reactants are O1CCC2=C1C=CC=C2N (2,3-dihydro-benzofuran-4-ylamine), C([O-])([O-])=O.[K+].[K+] (potassium carbonate), C(C)OC(CBr)OCC (bromo acetaldehyde diethyl acetal). Run in CN(C)C=O (DMF). Run at temperature 100 celsius. The product is C(C)OC(CNC1=CC=CC2=C1CCO2)OCC ((2,2-Diethoxy-ethyl)-(2,3-dihydro-benzofuran-4-yl)-amine). Reaction SMILES: [O:1]1[C:5]2[CH:6]=[CH:7][CH:8]=[C:9]([NH2:10])[C:4]=2[CH2:3][CH2:2]1.C(=O)([O-])[O-].[K+].[K+].[CH2:17]([O:19][CH:20]([O:23][CH2:24][CH3:25])[CH2:21]Br)[CH3:18]>CN(C=O)C>[CH2:17]([O:19][CH:20]([O:23][CH2:24][CH3:25])[CH2:21][NH:10][C:9]1[C:4]2[CH2:3][CH2:2][O:1][C:5]=2[CH:6]=[CH:7][CH:8]=1)[CH3:18] |f:1.2.3|. Procedure details: A mixture of 2,3-dihydro-benzofuran-4-ylamine (preparation. J. Hetereocyclic Chem., 18, 1333 (1980)) (4.34 g), potassium carbonate (8.87 g) and bromo acetaldehyde diethyl acetal (9.7 ml) in dry DMF (60 ml) was heated to 100° C. for 2 days under. The mixture was cooled and was partitioned between water and ethyl acetate. The dried extracts were evaporated and the residue chromatographed on silica gel (250 g). Elution with ethyl acetate:cyclohexane 1:4 gave the title compound as a pale yellow oil ... Starting materials: COc1c(N)cccc1-c1nc(C(C)C)sc1-c1ccnc(Cl)n1, ClCCl, O=S(=O)(Cl)c1c(F)cccc1F, c1ccncc1. Product: COc1c(NS(=O)(=O)c2c(F)cccc2F)cccc1-c1nc(C(C)C)sc1-c1ccnc(Cl)n1. As a reaction SMILES: [Cl:1][c:2]1[n:3][cH:4][cH:5][c:6](-[c:8]2[c:9](-[c:16]3[c:17]([O:23][CH3:24])[c:18]([NH2:19])[cH:20][cH:21][cH:22]3)[n:10][c:11]([CH:13]([CH3:14])[CH3:15])[s:12]2)[n:7]1.[Cl:43][CH2:44][Cl:45].[F:31][c:32]1[c:33]([S:39](=[O:40])(=[O:41])[Cl:42])[c:34]([F:38])[cH:35][cH:36][cH:37]1.[cH:25]1[cH:26][cH:27][n:28][cH:29][cH:30]1>>[Cl:1][c:2]1[n:3][cH:4][cH:5][c:6](-[c:8]2[c:9](-[c:16]3[c:17]([O:23][CH3:24])[c:18]([NH:19][S:39]([c:33]4[c:32]([F:31])[cH:37][cH:36][cH:35][c:34]4[F:38])(=[O:40])=[O:41])[cH:20][cH:21][cH:22]3)[n:10][c:11]([CH:13]([CH3:14])[CH3:15])[s:12]2)[n:7]1. Reactants: CSCCC(N)C(=O)O, COc1cc2c(cc1Sc1ccccc1)CCN(C)CC2c1ccccc1, CS(=O)(=O)O, [Cl-], Cl, [NH4+], [OH-], O. The product is Cl, CN1CCc2cc(Sc3ccccc3)c(O)cc2C(c2ccccc2)C1. Reaction SMILES: [CH3:29][S:30][CH2:31][CH2:32][CH:33]([C:34](=[O:35])[OH:36])[NH2:37].[CH3:2][O:3][c:4]1[c:5]([S:22][c:23]2[cH:24][cH:25][cH:26][cH:27][cH:28]2)[cH:6][c:7]2[c:8]([cH:21]1)[CH:9]([c:15]1[cH:16][cH:17][cH:18][cH:19][cH:20]1)[CH2:10][N:11]([CH3:14])[CH2:12][CH2:13]2.[CH3:41][S:42](=[O:43])(=[O:44])[OH:45].[Cl-:40].[ClH:1].[NH4+:38].[OH-:39].[OH2:46]>>[ClH:1].[OH:3][c:4]1[c:5]([S:22][c:23]2[cH:24][cH:25][cH:26][cH:27][cH:28]2)[cH:6][c:7]2[c:8]([cH:21]1)[CH:9]([c:15]1[cH:16][cH:17][cH:18][cH:19][cH:20]1)[CH2:10][N:11]([CH3:14])[CH2:12][CH2:13]2. The reactants are C1CCOC1, CSc1sc(-c2cc[nH]n2)c2c1C(=O)CC(C)(C)C2, CS(=O)(=O)Cl, CN(C)c1ccncc1, ClCCl, ClCCl. Yields the product CSc1sc(-c2ccn(S(C)(=O)=O)n2)c2c1C(=O)CC(C)(C)C2. Reaction SMILES: [CH2:28]1[O:29][CH2:30][CH2:31][CH2:32]1.[CH3:1][C:2]1([CH3:19])[CH2:3][C:4](=[O:18])[c:5]2[c:6]([c:7](-[c:12]3[n:13][nH:14][cH:15][cH:16]3)[s:8][c:9]2[S:10][CH3:11])[CH2:17]1.[CH3:20][S:21]([Cl:22])(=[O:23])=[O:24].[CH3:33][N:34]([CH3:35])[c:36]1[cH:37][cH:38][n:39][cH:40][cH:41]1.[Cl:25][CH2:26][Cl:27].[Cl:42][CH2:43][Cl:44]>>[CH3:1][C:2]1([CH3:19])[CH2:3][C:4](=[O:18])[c:5]2[c:6]([c:7](-[c:12]3[n:13][n:14]([S:21]([CH3:20])(=[O:23])=[O:24])[cH:15][cH:16]3)[s:8][c:9]2[S:10][CH3:11])[CH2:17]1. Starting materials: [H-].[Na+] (sodium hydride), ice water, C1(=CC=CC=C1)C(N1CCN(CC1)CCOCCO)C1=CC=CC=C1 (4-(diphenylmethyl)-1-[2-(2-hydroxyethoxy)ethyl]piperazine), ClC=1C=CC=2N(N1)N=CN2 (6-chloro[1,2,4]triazolo[1,5-b]pyridazine). Run in O1CCCC1 (tetrahydrofuran). Product: Cl.Cl.C1(=CC=CC=C1)C(N1CCN(CC1)CCOCCOC=1C=CC=2N(N1)N=CN2)C2=CC=CC=C2 (6-[2-[2-[4-(diphenylmethyl)piperazino]ethoxy] ethoxy][1,2,4]triazolo[1,5-b]pyridazine dihydrochloride). The yield is 157.0%. As a reaction SMILES: [H-].[Na+].[C:3]1([CH:9]([C:22]2[CH:27]=[CH:26][CH:25]=[CH:24][CH:23]=2)[N:10]2[CH2:15][CH2:14][N:13]([CH2:16][CH2:17][O:18][CH2:19][CH2:20][OH:21])[CH2:12][CH2:11]2)[CH:8]=[CH:7][CH:6]=[CH:5][CH:4]=1.[Cl:28][C:29]1[CH:30]=[CH:31][C:32]2[N:33]([N:35]=[CH:36][N:37]=2)[N:34]=1>O1CCCC1>[ClH:28].[ClH:28].[C:22]1([CH:9]([C:3]2[CH:4]=[CH:5][CH:6]=[CH:7][CH:8]=2)[N:10]2[CH2:11][CH2:12][N:13]([CH2:16][CH2:17][O:18][CH2:19][CH2:20][O:21][C:29]3[CH:30]=[CH:31][C:32]4[N:33]([N:35]=[CH:36][N:37]=4)[N:34]=3)[CH2:14][CH2:15]2)[CH:23]=[CH:24][CH:25]=[CH:26][CH:27]=1 |f:0.1,5.6.7|. Procedure: 100 mg of 60% sodium hydride in oil was suspended in 20 ml of tetrahydrofuran; 470 mg of 4-(diphenylmethyl)-1-[2-(2-hydroxyethoxy)ethyl]piperazine was added, followed by heating and refluxing for 1 hour. After cooling, 200 mg of 6-chloro[1,2,4]triazolo[1,5-b]pyridazine was added, followed by heating and refluxing for 4.5 hours. After cooling, ice water was added, followed by extraction with ethyl acetate; the extract was washed with saturated saline and dried with magnesium sulfate. After the dr... Reactants: C(C)(=O)C=1SC(=CC1)Br (2-acetyl-5-bromothiophene), FC(C=1C=C(C=CC1)B(O)O)(F)F (3-trifluoromethylbenzeneboronic acid). Product: FC(C=1C=C(C=CC1)C1=CC=C(S1)C(C)=O)(F)F (1-(5-(3-(Trifluoromethyl)phenyl)thien-2-yl)ethanone). Reaction SMILES: [C:1]([C:4]1[S:5][C:6](Br)=[CH:7][CH:8]=1)(=[O:3])[CH3:2].[F:10][C:11]([F:22])([F:21])[C:12]1[CH:13]=[C:14](B(O)O)[CH:15]=[CH:16][CH:17]=1>>[F:10][C:11]([F:22])([F:21])[C:12]1[CH:17]=[C:16]([C:6]2[S:5][C:4]([C:1](=[O:3])[CH3:2])=[CH:8][CH:7]=2)[CH:15]=[CH:14][CH:13]=1. Procedure details: 1-(5-(3-(Trifluoromethyl)phenyl)thien-2-yl)ethanone is prepared from 2-acetyl-5-bromothiophene acid and 3-trifluoromethylbenzeneboronic acid according to general procedure A. Starting materials: Ic1ccc(Oc2ccc3c(c2)CCN(C2CCC2)CC3)nc1, O=C1CCCCN1. Yields the product O=C1CCCCN1c1ccc(Oc2ccc3c(c2)CCN(C2CCC2)CC3)nc1. RXN SMILES: [CH:1]1([N:5]2[CH2:6][CH2:7][c:8]3[c:9]([cH:12][cH:13][c:14]([O:16][c:17]4[n:18][cH:19][c:20]([I:23])[cH:21][cH:22]4)[cH:15]3)[CH2:10][CH2:11]2)[CH2:2][CH2:3][CH2:4]1.[NH:24]1[C:25](=[O:30])[CH2:26][CH2:27][CH2:28][CH2:29]1>>[CH:1]1([N:5]2[CH2:6][CH2:7][c:8]3[c:9]([cH:12][cH:13][c:14]([O:16][c:17]4[n:18][cH:19][c:20]([N:24]5[C:25](=[O:30])[CH2:26][CH2:27][CH2:28][CH2:29]5)[cH:21][cH:22]4)[cH:15]3)[CH2:10][CH2:11]2)[CH2:2][CH2:3][CH2:4]1.